This data is from the Open Reaction Database (ORD), a public repository of structured organic reaction records. The task is: describe an organic reaction: reactants, conditions, products, and yield The yield is 47.1%. Procedure: A mixture of 3-(N-hydroxyamino)propylphosphonic acid (1.64 g.) in 1 N aqueous sodium hydroxide solution (10 ml.) and S-methylisothiourea sulfate (1.40 g.) in water (5 ml.) was heated to reflux for 1.5 hours and allowed to stand overnight at ambient temperature to give crystalline precipitates, which was collected by filtration and washed with water and then with ethanol to give 3-(1-hydroxyguanidino)propylphosphonic acid (690 mg.), mp: 244°-247° C. (dec.). Run at time 8 hour. As a reaction SMILES: [OH:1][NH:2][CH2:3][CH2:4][CH2:5][P:6](=[O:9])([OH:8])[OH:7].S(O)(O)(=O)=O.CS[C:17](=[NH:19])[NH2:18]>[OH-].[Na+].O>[OH:1][N:2]([CH2:3][CH2:4][CH2:5][P:6](=[O:8])([OH:7])[OH:9])[C:17]([NH2:19])=[NH:18] |f:1.2,3.4|. Reactants: ONCCCP(O)(O)=O (3-(N-hydroxyamino)propylphosphonic acid), S(=O)(=O)(O)O.CSC(N)=N (S-methylisothiourea sulfate). Yields the product ON(C(=N)N)CCCP(O)(O)=O (3-(1-hydroxyguanidino)propylphosphonic acid). The solvent is [OH-].[Na+] (sodium hydroxide), O (water). Reactants: CC(=O)NC1CC(NC(=O)OC(C)(C)C)CCC1N1CCC(NC(=O)OCc2ccccc2)C1=O, CO. The product is CC(=O)NC1CC(NC(=O)OC(C)(C)C)CCC1N1CCC(N)C1=O. Reaction SMILES: [C:1]([CH3:2])(=[O:3])[NH:4][CH:5]1[CH2:6][CH:7]([NH:28][C:29]([O:30][C:31]([CH3:32])([CH3:33])[CH3:34])=[O:35])[CH2:8][CH2:9][CH:10]1[N:11]1[C:12](=[O:27])[CH:13]([NH:16][C:17]([O:18][CH2:19][c:20]2[cH:21][cH:22][cH:23][cH:24][cH:25]2)=[O:26])[CH2:14][CH2:15]1.[CH3:36][OH:37]>>[C:1]([CH3:2])(=[O:3])[NH:4][CH:5]1[CH2:6][CH:7]([NH:28][C:29]([O:30][C:31]([CH3:32])([CH3:33])[CH3:34])=[O:35])[CH2:8][CH2:9][CH:10]1[N:11]1[C:12](=[O:27])[CH:13]([NH2:16])[CH2:14][CH2:15]1. Reactants: COC=1C=CC2=C(C1)OC(C=1CNCCC12)=O (8-methoxy-1,2,3,4-tetrahydro-chromeno[3,4-c]pyridin-5-one), COC=1C=C(C=O)C=C(C1OC)OC (3,4,5-trimethoxybenzaldehyde). Product: COC=1C=CC2=C(C1)OC(C=1CN(CCC12)CC1=CC(=C(C(=C1)OC)OC)OC)=O (8-Methoxy-3-(3,4,5-trimethoxy-benzyl)-1,2,3,4-tetrahydro-chromeno[3,4-c]pyridin-5-one). The yield is 72.0%. RXN SMILES: [CH3:1][O:2][C:3]1[CH:4]=[CH:5][C:6]2[C:16]3[CH2:15][CH2:14][NH:13][CH2:12][C:11]=3[C:10](=[O:17])[O:9][C:7]=2[CH:8]=1.[CH3:18][O:19][C:20]1[CH:21]=[C:22]([CH:25]=[C:26]([O:30][CH3:31])[C:27]=1[O:28][CH3:29])[CH:23]=O>>[CH3:1][O:2][C:3]1[CH:4]=[CH:5][C:6]2[C:16]3[CH2:15][CH2:14][N:13]([CH2:23][C:22]4[CH:25]=[C:26]([O:30][CH3:31])[C:27]([O:28][CH3:29])=[C:20]([O:19][CH3:18])[CH:21]=4)[CH2:12][C:11]=3[C:10](=[O:17])[O:9][C:7]=2[CH:8]=1. Procedure: Prepared by the procedure of Example 3 from 8-methoxy-1,2,3,4-tetrahydro-chromeno[3,4-c]pyridin-5-one and 3,4,5-trimethoxybenzaldehyde. Yield 72%; mp 171°-173° C. Starting materials: compounds 9, C(CC)C(C(=O)O)CCC (2-propyl-pentanoic acid), COC(C=CC1=CC=C(C=C1)N)=O (3-(4-amino-phenyl)-acrylic acid methyl ester). The product is C(CC)C(C(=O)C1=CC=C(C=C1)C=CC(=O)O)CCC (3-[4-(2-propyl-pentanoyl)-phenyl]-acrylic acid). Reaction SMILES: [CH2:1]([CH:4]([CH2:8][CH2:9][CH3:10])[C:5]([OH:7])=O)[CH2:2][CH3:3].C[O:12][C:13](=[O:23])[CH:14]=[CH:15][C:16]1[CH:21]=[CH:20][C:19](N)=[CH:18][CH:17]=1>>[CH2:8]([CH:4]([CH2:1][CH2:2][CH3:3])[C:5]([C:19]1[CH:20]=[CH:21][C:16]([CH:15]=[CH:14][C:13]([OH:23])=[O:12])=[CH:17][CH:18]=1)=[O:7])[CH2:9][CH3:10]. Procedure: This compound, a precursor to compounds 9 and 10, was synthesized from 2-propyl-pentanoic acid (0.78 mL, 4.9 mmol) and 3-(4-amino-phenyl)-acrylic acid methyl ester (0.86 g, 4.9 mmol) according to Methods a and b aforementioned. Total yield, 1.05 g (70% for 2 steps); 1H NMR (CDCl3, 10% DMSO-d6) δ 9.49 (s, 1H), 7.71 (d, J=8.5 Hz, 2H), 7.55 (d, J=15.9 Hz, 1H), 7.45 (d, J=8.4 Hz, 2H), 6.31 (d, J=15.9 Hz, 1H), 2.40 (m, 1H), 1.7-1.1 (m, 8H), 0.87 (t, 6H).